From a dataset of the Open Reaction Database (ORD), a public repository of structured organic reaction records. describe an organic reaction: reactants, conditions, products, and yield The reactants are CN1CCOc2cc(O)ccc21, Oc1ccc2c(c1)OCCC2, O=C1C(=O)N(CC2CCCO2)c2ccccc21, O=C1C(=O)N(C(c2ccccc2)c2ccccc2)c2ccccc21. The product is CN1CCOc2cc(O)c(C3(O)C(=O)N(CC4CCCO4)c4ccccc43)cc21. Reaction SMILES: [CH3:1][N:2]1[c:3]2[c:4]([cH:8][c:9]([OH:12])[cH:10][cH:11]2)[O:5][CH2:6][CH2:7]1.[O:13]1[c:14]2[c:15]([cH:16][cH:17][c:18]([OH:19])[cH:20]2)[CH2:21][CH2:22][CH2:23]1.[O:24]1[CH:25]([CH2:29][N:30]2[C:31](=[O:40])[C:32](=[O:39])[c:33]3[cH:34][cH:35][cH:36][cH:37][c:38]32)[CH2:26][CH2:27][CH2:28]1.[c:41]1([CH:42]([c:43]2[cH:44][cH:45][cH:46][cH:47][cH:48]2)[N:49]2[c:50]3[c:51]([cH:52][cH:53][cH:54][cH:55]3)[C:56](=[O:57])[C:58]2=[O:59])[cH:60][cH:61][cH:62][cH:63][cH:64]1>>[CH3:1][N:2]1[c:3]2[c:4]([cH:8][c:9]([OH:12])[c:10]([C:32]3([OH:39])[C:31](=[O:40])[N:30]([CH2:29][CH:25]4[O:24][CH2:28][CH2:27][CH2:26]4)[c:38]4[c:33]3[cH:34][cH:35][cH:36][cH:37]4)[cH:11]2)[O:5][CH2:6][CH2:7]1. Starting materials: ClC1=CC(=C(C=C1O)N1N=C(C(=C(C1=O)C)C(F)(F)F)C(=O)OCC)F (2-(4-chloro-2-fluoro-5-hydroxyphenyl)-6-ethoxycarbonyl-4-methyl-5-trifluoromethylpyridazin-3-one), compound 1-27, mixture, S(O)(O)(=O)=O (sulfuric acid). Run in O (water), O (water). Reaction conditions: temperature 130 celsius. The product is ClC1=CC(=C(C=C1O)N1N=CC(=C(C1=O)C)C(F)(F)F)F (2-(4-chloro-2-fluoro-5-hydroxyphenyl)-4-methyl-5-trifluoromethylpyridazin-3-one). Isolated yield 51.4%. As a reaction SMILES: [Cl:1][C:2]1[C:7]([OH:8])=[CH:6][C:5]([N:9]2[C:14](=[O:15])[C:13]([CH3:16])=[C:12]([C:17]([F:20])([F:19])[F:18])[C:11](C(OCC)=O)=[N:10]2)=[C:4]([F:26])[CH:3]=1.S(=O)(=O)(O)O>O>[Cl:1][C:2]1[C:7]([OH:8])=[CH:6][C:5]([N:9]2[C:14](=[O:15])[C:13]([CH3:16])=[C:12]([C:17]([F:19])([F:18])[F:20])[CH:11]=[N:10]2)=[C:4]([F:26])[CH:3]=1. Procedure: A half gram (0.5 g) of 2-(4-chloro-2-fluoro-5-hydroxyphenyl)-6-ethoxycarbonyl-4-methyl-5-trifluoromethylpyridazin-3-one (the present compound 1-27) and 1.5 ml of a mixture of sulfuric acid and water (v/v=1/1) were mixed and heated for 5 hours on a 130° C. oil bath. The reaction solution was cooled to room temperature, allowed to stand at the same temperature overnight, and further heated for 8 hours on a 130° C. oil bath. The reaction solution was cooled to room temperature and poured into 50 ml... Starting materials: NC1=NC(=NC(=C1)Cl)Cl (4-Amino-2,6-dichloropyrimidine), resultant solution, solution, C[O-].[Na+] (sodium methoxide). The solvent is CO (methanol). The product is NC1=NC(=NC(=C1)Cl)OC (4-Amino-6-chloro-2-methoxypyrimidine). RXN SMILES: [NH2:1][C:2]1[CH:7]=[C:6]([Cl:8])[N:5]=[C:4](Cl)[N:3]=1.[CH3:10][O-:11].[Na+]>CO>[NH2:1][C:2]1[CH:7]=[C:6]([Cl:8])[N:5]=[C:4]([O:11][CH3:10])[N:3]=1 |f:1.2|. Reported procedure: 4-Amino-2,6-dichloropyrimidine (0.5 g.) was added to 30 ml. of a 1% solution of sodium methoxide in methanol. The resultant solution was heated at the reflux temperature for 2 hrs. The methanol was then removed by evaporaion and water was added to the residual oil. The precipitate that formed was filtered off, washed with water and dried at 100° C. at a pressure of 100 mm for 18 hrs. There was thus obtained 4-amino-6-chloro-2-methoxypyrimidine having a melting point at 124° C.